Dataset: the Open Reaction Database (ORD), a public repository of structured organic reaction records. Task: describe an organic reaction: reactants, conditions, products, and yield Reactants: C1(CC1)C1=NNC(C2=CC(=CC=C12)OC)=O (4-cyclopropyl-7-methoxy-2H-phthalazin-1-one), P(=O)(Cl)(Cl)Cl (phosphoryl chloride). The product is ClC1=NN=C(C2=CC=C(C=C12)OC)C1CC1 (1-Chloro-4-cyclopropyl-7-methoxyphthalazine). RXN SMILES: [CH:1]1([C:4]2[C:13]3[C:8](=[CH:9][C:10]([O:14][CH3:15])=[CH:11][CH:12]=3)[C:7](=O)[NH:6][N:5]=2)[CH2:3][CH2:2]1.P(Cl)(Cl)([Cl:19])=O>>[Cl:19][C:7]1[C:8]2[C:13](=[CH:12][CH:11]=[C:10]([O:14][CH3:15])[CH:9]=2)[C:4]([CH:1]2[CH2:3][CH2:2]2)=[N:5][N:6]=1. Procedure details: This compound is obtained according to the procedure described in 1.3. by reacting 4-cyclopropyl-7-methoxy-2H-phthalazin-1-one with phosphoryl chloride. Starting materials: N(N)C1=NC=C(N=C1CC(C)C)C=1C=NC=CC1 (2-hydrazino-3-isobutyl-5-(3-pyridyl)pyrazine), C(CC(=O)OCC)(=O)OCC (diethyl malonate). Product: C(C(C)C)C=1C=2N(C=C(N1)C=1C=NC=CC1)C(=NN2)CC(=O)OCC (ethyl 8-isobutyl-6-(3-pyridyl)-s-triazolo[4,3-a]pyrazine-3-acetate). RXN SMILES: [NH:1]([C:3]1[C:8]([CH2:9][CH:10]([CH3:12])[CH3:11])=[N:7][C:6]([C:13]2[CH:14]=[N:15][CH:16]=[CH:17][CH:18]=2)=[CH:5][N:4]=1)[NH2:2].[C:19](OCC)(=O)[CH2:20][C:21]([O:23][CH2:24][CH3:25])=[O:22]>>[CH2:9]([C:8]1[C:3]2[N:4]([C:19]([CH2:20][C:21]([O:23][CH2:24][CH3:25])=[O:22])=[N:2][N:1]=2)[CH:5]=[C:6]([C:13]2[CH:14]=[N:15][CH:16]=[CH:17][CH:18]=2)[N:7]=1)[CH:10]([CH3:12])[CH3:11]. Procedure details: In a manner analogous to Example 1, by condensing 2-hydrazino-3-isobutyl-5-(3-pyridyl)pyrazine with diethyl malonate there is obtained ethyl 8-isobutyl-6-(3-pyridyl)-s-triazolo[4,3-a]pyrazine-3-acetate, MS: 339 (M)+, which is converted by saponification into the above acid: MS 267 (M-CO2)+. The reactants are C([O-])([O-])=O.[K+].[K+] (Potassium carbonate), C(C1=CC=CC=C1)OCCCCC#CC1=C(C=O)C=C(C=C1)OC (2-[2-(4-Benzyloxybutyl)ethynyl]-5-methoxybenzaldehyde), Cl.NO (hydroxylamine hydrochloride), C(C)(=O)[O-].[Na+] (sodium acetate). Solvent: O (water), C(C)O (ethanol). The product is C(C1=CC=CC=C1)OCCCCC=1[N+](=CC2=CC=CC=C2C1)[O-] (3-(4-Benzyloxybutyl)isoquinoline-2oxide). The yield is 80.7%. As a reaction SMILES: [CH2:1]([O:8][CH2:9][CH2:10][CH2:11][CH2:12][C:13]#[C:14][C:15]1[CH:22]=[CH:21][C:20](OC)=[CH:19][C:16]=1[CH:17]=O)[C:2]1[CH:7]=[CH:6][CH:5]=[CH:4][CH:3]=1.Cl.[NH2:26][OH:27].C([O-])(=O)C.[Na+].C(=O)([O-])[O-].[K+].[K+]>C(O)C.O>[CH2:1]([O:8][CH2:9][CH2:10][CH2:11][CH2:12][C:13]1[N+:26]([O-:27])=[CH:17][C:16]2[C:15]([CH:14]=1)=[CH:22][CH:21]=[CH:20][CH:19]=2)[C:2]1[CH:7]=[CH:6][CH:5]=[CH:4][CH:3]=1 |f:1.2,3.4,5.6.7|. Reported procedure: 2-[2-(4-Benzyloxybutyl)ethynyl]-5-methoxybenzaldehyde (2.60 g), hydroxylamine hydrochloride (0.63 g) and sodium acetate (0.78 g) were reacted in ethanol (30 ml) at 60° C. for 2 hr. Potassium carbonate (2.0 g) and water (5 ml) were added to the resulting reaction mixture, which was then heated under reflux for 12 hr. The reaction solution was evaporated, and the resulting residue was extracted with methylene chloride, washed with brine, and then dried. The solvent was removed and the resulting re... The reactants are Cc1cc(OCc2ccc(C3CCN(C(=O)OC(C)(C)C)CC3)cc2)ccc1C1CCCCC1, C=CC(=O)OC(C)(C)C, CO, CCN(C(C)C)C(C)C, ClCCl, O=C(O)C(F)(F)F. The product is Cc1cc(OCc2ccc(C3CCN(CCC(=O)OC(C)(C)C)CC3)cc2)ccc1C1CCCCC1. RXN SMILES: [C:1]([O:2][C:3](=[O:4])[N:8]1[CH2:9][CH2:10][CH:11]([c:14]2[cH:15][cH:16][c:17]([CH2:20][O:21][c:22]3[cH:23][c:24]([CH3:34])[c:25]([CH:28]4[CH2:29][CH2:30][CH2:31][CH2:32][CH2:33]4)[cH:26][cH:27]3)[cH:18][cH:19]2)[CH2:12][CH2:13]1)([CH3:5])([CH3:6])[CH3:7].[C:44]([CH:45]=[CH2:46])(=[O:47])[O:48][C:49]([CH3:50])([CH3:51])[CH3:52].[CH3:63][OH:64].[CH:35]([N:36]([CH2:37][CH3:38])[CH:39]([CH3:40])[CH3:41])([CH3:42])[CH3:43].[Cl:53][CH2:54][Cl:55].[F:56][C:57]([F:58])([F:59])[C:60]([OH:61])=[O:62]>>[N:8]1([CH2:46][CH2:45][C:44](=[O:47])[O:48][C:49]([CH3:50])([CH3:51])[CH3:52])[CH2:9][CH2:10][CH:11]([c:14]2[cH:15][cH:16][c:17]([CH2:20][O:21][c:22]3[cH:23][c:24]([CH3:34])[c:25]([CH:28]4[CH2:29][CH2:30][CH2:31][CH2:32][CH2:33]4)[cH:26][cH:27]3)[cH:18][cH:19]2)[CH2:12][CH2:13]1. The reactants are CSc1cccc(C=O)c1, CC1=CN=C(C=C1)N, [C-]#[N+]C1CCCCC1. The reagents and catalysts are O=C(O)C(F)(F)F (trifluoroacetic acid). The solvent is CC(C)O (isopropyl alcohol), CC(C)O (isopropylalcohol). Conditions: temperature 22 celsius, time 20 hour. Product: Cc1ccc2nc(c3cccc(c3)SC)c(NC3CCCCC3)n2c1. The yield is 40.9%. As a reaction SMILES: CC1=CC=C(N)N=C1.[C-]#[N+]C1CCCCC1.CSC1=CC=CC(C=O)=C1>>CSC1=CC=CC(=C1)C1=C(NC2CCCCC2)N2C=C(C)C=CC2=N1. Reactants: compound, [BH4-].[Na+] (sodium borohydride), C1(=CC=CC=C1)C (toluene), O (water). Solvent: C(C)O (ethanol). Reaction conditions: time 5 hour. The product is OC(CCC1=CC2=CC=CC=C2C=C1)C (2-(3-hydroxybutyl)naphthalene). Isolated yield 100.0%. RXN SMILES: [BH4-].[Na+].[C:3]1([CH3:9])[CH:8]=[CH:7][CH:6]=[CH:5][CH:4]=1.[OH2:10]>C(O)C>[OH:10][CH:7]([CH3:8])[CH2:6][CH2:9][C:3]1[CH:8]=[CH:7][C:6]2[C:5](=[CH:9][CH:3]=[CH:4][CH:5]=2)[CH:4]=1 |f:0.1|. Procedure details: Then, 99 g (0.5 mole) of the compound (XLVII-1) was suspended in 1000 ml of ethanol, 9.5 g (0.25 mole) of sodium borohydride was added thereto, and the resulting mixture was stirred at room temperature for 5 hours. After completion of the reaction 1500 ml of toluene and 500 ml of water were added thereto to effect extraction, and the organic layer was separated. The organic layer was washed with water and then concentrated to obtain 100 g of 2-(3-hydroxybutyl)naphthalene (XII-2) (yield: 100%) as...